Dataset: the Open Reaction Database (ORD), a public repository of structured organic reaction records. Task: describe an organic reaction: reactants, conditions, products, and yield Starting materials: [Li+].[OH-] (LiOH), N(C(=N)N)C=1C=C(C(=O)NCC(=O)NC(CC(=O)OCC)C2=CC=CC=C2)C=CC1 (ethyl 3-{2-[(3-(guanidino)benzoyl)amino]acetamido}-3-phenyl-propanoate), FC(C(=O)O)(F)F (trifluoroacetic acid). The solvent is O (water). Reaction conditions: time 1 hour. The product is NCC(=O)NC(CC(=O)OCC)C1=CC=CC=C1 (Ethyl 3-(glycinylamino)-3-phenylpropionate). As a reaction SMILES: [Li+].[OH-].N(C1C=C(C=CC=1)C([NH:12][CH2:13][C:14]([NH:16][CH:17]([C:24]1[CH:29]=[CH:28][CH:27]=[CH:26][CH:25]=1)[CH2:18][C:19]([O:21][CH2:22][CH3:23])=[O:20])=[O:15])=O)C(N)=N.FC(F)(F)C(O)=O>O>[NH2:12][CH2:13][C:14]([NH:16][CH:17]([C:24]1[CH:25]=[CH:26][CH:27]=[CH:28][CH:29]=1)[CH2:18][C:19]([O:21][CH2:22][CH3:23])=[O:20])=[O:15] |f:0.1|. Reported procedure: LiOH x H2O (775 mg) was added to a solution of ethyl 3-{2-[(3-(guanidino)benzoyl)amino]acetamido}-3-phenyl-propanoate from II.1-E (2.0 g) in 100 ml of water and the mixture was stirred at room temperature for 1 h. It was then neutralized with trifluoroacetic acid and concentrated. After purification by HPLC, a white solid was obtained (yield: 1.4 g). Conditions: time 8 hour. Procedure details: To an ice-cooled solution of the product obtained in Step 3 (0.63 g) and (6R, 7R)-7-amino-3-[(2-diphenylmethyloxycarbonyl-5-methyl-s-triazolo[1,5-a]pyrimidin-7-yl)thiomethyl]-8-oxo-5-thia-1-azabicyclo[4.2.0]oct-2-ene-2-carboxylic acid diphenylmethyl ester (0.5 g) in dry dichloromethane (20 ml) was added dicyclohexylcarbodiimide (0.178 g), and the mixture was stirred overnight at room temperature. After filtering off the insoluble matters, the filtrate was concentrated under reduced pressure, and... Starting materials: C1(CCCCC1)N=C=NC1CCCCC1 (dicyclohexylcarbodiimide), ice, C1(=CC=CC=C1)C(C1=CC=CC=C1)(C1=CC=CC=C1)NC=1SC=C(N1)/C(/C(=O)O)=N/OCC1=C(C=C(C(=C1)O)OC(C)=O)C(=O)OC(C1=CC=CC=C1)C1=CC=CC=C1 (2-(2-triphenylmethylamino-4-thiazolyl)-2-[Z-[(4-acetoxy-5-hydroxy-2-diphenylmethyloxycarbonylphenyl)methyl]oxyimino]acetic acid), C1(=CC=CC=C1)C(C1=CC=CC=C1)OC(=O)C=1N2C([C@H]([C@H]2SCC1CSC1=CC(=NC=2N1N=C(N2)C(=O)OC(C2=CC=CC=C2)C2=CC=CC=C2)C)N)=O ((6R, 7R)-7-amino-3-[(2-diphenylmethyloxycarbonyl-5-methyl-s-triazolo[1,5-a]pyrimidin-7-yl)thiomethyl]-8-oxo-5-thia-1-azabicyclo[4.2.0]oct-2-ene-2-carboxylic acid diphenylmethyl ester). The product is C1(=CC=CC=C1)C(C1=CC=CC=C1)OC(=O)C=1N2C([C@H]([C@H]2SCC1CSC1=CC(=NC=2N1N=C(N2)C(=O)OC(C2=CC=CC=C2)C2=CC=CC=C2)C)NC(\C(=N/OCC2=C(C=C(C(=C2)O)OC(C)=O)C(=O)OC(C2=CC=CC=C2)C2=CC=CC=C2)\C=2N=C(SC2)NC(C2=CC=CC=C2)(C2=CC=CC=C2)C2=CC=CC=C2)=O)=O ((6R, 7R)-7-[2-(2-triphenylmethylamino-4-thiazolyl)-2-[Z-[(4-acetoxy-2-diphenylmethyloxycarbonyl-5-hydroxyphenyl)methyl]oxyimino]acetamido]-3-[(2-diphenylmethyloxycarbonyl-5-methyl-s-triazolo-[1,5-a]pyrimidin-7-yl)thiomethyl]-8-oxo-5-thia-1-azabicyclo[4.2.0]oct-2-ene-2-carboxylic acid diphenylmethyl ester). Solvent: ClCCl (dichloromethane). Reaction SMILES: [C:1]1([C:7]([NH:20][C:21]2[S:22][CH:23]=[C:24](/[C:26](=[N:30]/[O:31][CH2:32][C:33]3[CH:38]=[C:37]([OH:39])[C:36]([O:40][C:41](=[O:43])[CH3:42])=[CH:35][C:34]=3[C:44]([O:46][CH:47]([C:54]3[CH:59]=[CH:58][CH:57]=[CH:56][CH:55]=3)[C:48]3[CH:53]=[CH:52][CH:51]=[CH:50][CH:49]=3)=[O:45])/[C:27](O)=[O:28])[N:25]=2)([C:14]2[CH:19]=[CH:18][CH:17]=[CH:16][CH:15]=2)[C:8]2[CH:13]=[CH:12][CH:11]=[CH:10][CH:9]=2)[CH:6]=[CH:5][CH:4]=[CH:3][CH:2]=1.[C:60]1([CH:66]([O:73][C:74]([C:76]2[N:77]3[C@H:80]([S:81][CH2:82][C:83]=2[CH2:84][S:85][C:86]2[N:91]4[N:92]=[C:93]([C:95]([O:97][CH:98]([C:105]5[CH:110]=[CH:109][CH:108]=[CH:107][CH:106]=5)[C:99]5[CH:104]=[CH:103][CH:102]=[CH:101][CH:100]=5)=[O:96])[N:94]=[C:90]4[N:89]=[C:88]([CH3:111])[CH:87]=2)[C@H:79]([NH2:112])[C:78]3=[O:113])=[O:75])[C:67]2[CH:72]=[CH:71][CH:70]=[CH:69][CH:68]=2)[CH:65]=[CH:64][CH:63]=[CH:62][CH:61]=1.C1(N=C=NC2CCCCC2)CCCCC1>ClCCl>[C:60]1([CH:66]([O:73][C:74]([C:76]2[N:77]3[C@H:80]([S:81][CH2:82][C:83]=2[CH2:84][S:85][C:86]2[N:91]4[N:92]=[C:93]([C:95]([O:97][CH:98]([C:105]5[CH:106]=[CH:107][CH:108]=[CH:109][CH:110]=5)[C:99]5[CH:100]=[CH:101][CH:102]=[CH:103][CH:104]=5)=[O:96])[N:94]=[C:90]4[N:89]=[C:88]([CH3:111])[CH:87]=2)[C@H:79]([NH:112][C:27](=[O:28])/[C:26](/[C:24]2[N:25]=[C:21]([NH:20][C:7]([C:8]4[CH:9]=[CH:10][CH:11]=[CH:12][CH:13]=4)([C:14]4[CH:15]=[CH:16][CH:17]=[CH:18][CH:19]=4)[C:1]4[CH:2]=[CH:3][CH:4]=[CH:5][CH:6]=4)[S:22][CH:23]=2)=[N:30]\[O:31][CH2:32][C:33]2[CH:38]=[C:37]([OH:39])[C:36]([O:40][C:41](=[O:43])[CH3:42])=[CH:35][C:34]=2[C:44]([O:46][CH:47]([C:48]2[CH:49]=[CH:50][CH:51]=[CH:52][CH:53]=2)[C:54]2[CH:55]=[CH:56][CH:57]=[CH:58][CH:59]=2)=[O:45])[C:78]3=[O:113])=[O:75])[C:67]2[CH:68]=[CH:69][CH:70]=[CH:71][CH:72]=2)[CH:65]=[CH:64][CH:63]=[CH:62][CH:61]=1. Yield: 14.7%. Reaction SMILES: [CH2:19]([CH3:20])[NH:21][c:22]1[cH:23][cH:24][cH:25][cH:26][cH:27]1.[N+:1](=[O:2])([O-:3])[c:4]1[cH:5][c:6]([C:7](=[O:8])[c:9]2[cH:10][cH:11][cH:12][cH:13][cH:14]2)[cH:15][cH:16][c:17]1[Br:18]>>[N+:1](=[O:2])([O-:3])[c:4]1[cH:5][c:6]([C:7](=[O:8])[c:9]2[cH:10][cH:11][cH:12][cH:13][cH:14]2)[cH:15][cH:16][c:17]1[N:21]([CH2:19][CH3:20])[c:22]1[cH:23][cH:24][cH:25][cH:26][cH:27]1. Reactants: CCNc1ccccc1, O=C(c1ccccc1)c1ccc(Br)c([N+](=O)[O-])c1. Product: CCN(c1ccccc1)c1ccc(C(=O)c2ccccc2)cc1[N+](=O)[O-]. Reactants: O=C1N(C2=CC=CC=C2C12COC1=CC3=C(OCCO3)C=C12)CC1=CC=C(O1)C(=O)O (5-[(2′-oxo-2,3-dihydrospiro[furo[2,3-g][1,4]benzodioxine-8,3′-indol]-1′(2′H)-yl)methyl]furan-2-carboxylic acid), Cl.CNC (dimethylamine hydrochloride), Cl.CN(CCCN=C=NCC)C (N-(3-dimethylaminopropyl)-N′-ethylcarbodiimide hydrochloride), O.ON1N=NC2=C1C=CC=C2 (1-hydroxybenzotriazole hydrate), CN1CCOCC1 (4-methylmorpholine). Solvent: CN(C=O)C (N,N-dimethylformamide). Product: CN(C(=O)C=1OC(=CC1)CN1C(C2(C3=CC=CC=C13)COC1=CC3=C(OCCO3)C=C12)=O)C (N,N-dimethyl-5-[(2′-oxo-2,3-dihydrospiro[furo[2,3-g][1,4]benzodioxine-8,3′-indol]-1′(2′H)-yl)methyl]furan-2-carboxamide). Yield: 76.2%. As a reaction SMILES: [O:1]=[C:2]1[C:10]2([C:22]3[C:13](=[CH:14][C:15]4[O:20][CH2:19][CH2:18][O:17][C:16]=4[CH:21]=3)[O:12][CH2:11]2)[C:9]2[C:4](=[CH:5][CH:6]=[CH:7][CH:8]=2)[N:3]1[CH2:23][C:24]1[O:28][C:27]([C:29]([OH:31])=O)=[CH:26][CH:25]=1.Cl.[CH3:33][NH:34][CH3:35].Cl.CN(C)CCCN=C=NCC.O.ON1C2C=CC=CC=2N=N1.CN1CCOCC1>CN(C)C=O>[CH3:33][N:34]([CH3:35])[C:29]([C:27]1[O:28][C:24]([CH2:23][N:3]2[C:4]3[C:9](=[CH:8][CH:7]=[CH:6][CH:5]=3)[C:10]3([C:22]4[C:13](=[CH:14][C:15]5[O:20][CH2:19][CH2:18][O:17][C:16]=5[CH:21]=4)[O:12][CH2:11]3)[C:2]2=[O:1])=[CH:25][CH:26]=1)=[O:31] |f:1.2,3.4,5.6|. Procedure: A solution of 5-[(2′-oxo-2,3-dihydrospiro[furo[2,3-g][1,4]benzodioxine-8,3′-indol]-1′(2′H)-yl)methyl]furan-2-carboxylic acid (0.42 g, 1.00 mmol), dimethylamine hydrochloride (0.17 g, 2.04 mmol), N-(3-dimethylaminopropyl)-N′-ethylcarbodiimide hydrochloride (0.26 g, 1.35 mmol), 1-hydroxybenzotriazole hydrate (0.21 g, 1.54 mmol) and 4-methylmorpholine (0.30 mL, 2.7 mmol) in N,N-dimethylformamide (10 mL) was stirred at ambient temperature for 16 h. The solvent was removed under reduced pressure, the... Reactants: BrCc1ccccc1, O=C([O-])[O-], CC(C)=O, [Cs+], [Cs+], O, Cc1ccc(S(=O)(=O)OCCOc2ccc3[nH]nc(S(=O)(=O)c4cccc5ccccc45)c3c2)cc1. Product: Cc1ccc(S(=O)(=O)OCCOc2ccc3c(c2)c(S(=O)(=O)c2cccc4ccccc24)nn3Cc2ccccc2)cc1. As a reaction SMILES: [Br:1][CH2:2][c:3]1[cH:4][cH:5][cH:6][cH:7][cH:8]1.[C:45](=[O:46])([O-:47])[O-:48].[CH3:52][C:53](=[O:54])[CH3:55].[Cs+:49].[Cs+:50].[OH2:51].[c:9]1([S:19](=[O:20])(=[O:21])[c:22]2[n:23][nH:24][c:25]3[cH:26][cH:27][c:28]([O:31][CH2:32][CH2:33][O:34][S:35](=[O:36])(=[O:37])[c:38]4[cH:39][cH:40][c:41]([CH3:44])[cH:42][cH:43]4)[cH:29][c:30]23)[cH:10][cH:11][cH:12][c:13]2[cH:14][cH:15][cH:16][cH:17][c:18]12>>[CH2:2]([c:3]1[cH:4][cH:5][cH:6][cH:7][cH:8]1)[n:24]1[n:23][c:22]([S:19]([c:9]2[cH:10][cH:11][cH:12][c:13]3[cH:14][cH:15][cH:16][cH:17][c:18]23)(=[O:20])=[O:21])[c:30]2[c:25]1[cH:26][cH:27][c:28]([O:31][CH2:32][CH2:33][O:34][S:35](=[O:36])(=[O:37])[c:38]1[cH:39][cH:40][c:41]([CH3:44])[cH:42][cH:43]1)[cH:29]2. The reactants are CC(C(=O)OCC)(CCC1=CC=C(C=C1)N1N=CC=C1)S(=O)(=O)C (ethyl 2-methyl-2-(methylsulfonyl)-4-[4-(1H-pyrazol-1-yl)phenyl]butanoate), O.[OH-].[Li+] (lithium hydroxide monohydrate), O (water). Run in O1CCCC1.CO (tetrahyrofuran methanol), Cl (HCl). Reaction conditions: time 8 hour. Product: CC(C(=O)O)(CCC1=CC=C(C=C1)N1N=CC=C1)S(=O)(=O)C (2-methyl-2-(methylsulfonyl)-4-[4-(1H-pyrazol-1-yl)phenyl]butanoic acid). As a reaction SMILES: [CH3:1][C:2]([S:21]([CH3:24])(=[O:23])=[O:22])([CH2:8][CH2:9][C:10]1[CH:15]=[CH:14][C:13]([N:16]2[CH:20]=[CH:19][CH:18]=[N:17]2)=[CH:12][CH:11]=1)[C:3]([O:5]CC)=[O:4].O.[OH-].[Li+].O>O1CCCC1.CO.Cl>[CH3:1][C:2]([S:21]([CH3:24])(=[O:22])=[O:23])([CH2:8][CH2:9][C:10]1[CH:11]=[CH:12][C:13]([N:16]2[CH:20]=[CH:19][CH:18]=[N:17]2)=[CH:14][CH:15]=1)[C:3]([OH:5])=[O:4] |f:1.2.3,5.6|. Procedure: To a solution of ethyl 2-methyl-2-(methylsulfonyl)-4-[4-(1H-pyrazol-1-yl)phenyl]butanoate (316 mg, 0.902 mmol) in tetrahyrofuran/methanol (4:1, 10 mL) was added a solution of lithium hydroxide monohydrate in water (1.8 M, 3.61 mmol). The mixture was stirred at ambient temperature overnight. The mixture was diluted with aqueous 1N HCl and extracted with ether 2×. The combined organic extracts were washed with water, dried over magnesium sulfate, filtered and concentrated to dryness to afford 2-me...